From a dataset of the Open Reaction Database (ORD), a public repository of structured organic reaction records. describe an organic reaction: reactants, conditions, products, and yield The reactants are C(C)(C)(C)OC(=O)N1C(CCC1)C1=NC=C(C=C1)C1=CC=C(C=C1)[C@@H]1[C@H](N(C(O1)(C)C)C(C(F)F)=O)CF (2-(5-{4-[(4S,5R)-3-(2,2-Difluoro-acetyl)-4-fluoromethyl-2,2-dimethyl-oxazolidin-5-yl]-phenyl}-pyridin-2-yl)-pyrrolidine-1-carboxylic acid tert-butyl ester), C(Cl)Cl (CH2Cl2), FC(C(=O)O)(F)F (trifluoroacetic acid), O (water). Solvent: C1(=CC=CC=C1)C (Toluene). Run at time 2 hour. Yields the product FC(C(=O)N[C@@H]([C@@H](C1=CC=C(C=C1)C=1C=NC(=CC1)C1NCCC1)O)CF)F (2,2-Difluoro-N-{(1S,2R)-1-fluoromethyl-2-hydroxy-2-[4-(6-pyrrolidin-2-yl-pyridin-3-yl)-phenyl]-ethyl}-acetamide). Yield: 58.7%. RXN SMILES: C(OC([N:8]1[CH2:12][CH2:11][CH2:10][CH:9]1[C:13]1[CH:18]=[CH:17][C:16]([C:19]2[CH:24]=[CH:23][C:22]([C@H:25]3[O:29]C(C)(C)[N:27]([C:32](=[O:36])[CH:33]([F:35])[F:34])[C@@H:26]3[CH2:37][F:38])=[CH:21][CH:20]=2)=[CH:15][N:14]=1)=O)(C)(C)C.C(Cl)Cl.FC(F)(F)C(O)=O.O>C1(C)C=CC=CC=1>[F:35][CH:33]([F:34])[C:32]([NH:27][C@H:26]([CH2:37][F:38])[C@H:25]([OH:29])[C:22]1[CH:21]=[CH:20][C:19]([C:16]2[CH:15]=[N:14][C:13]([CH:9]3[CH2:10][CH2:11][CH2:12][NH:8]3)=[CH:18][CH:17]=2)=[CH:24][CH:23]=1)=[O:36]. Procedure details: To a stirred solution of 2-(5-{4-[(4S,5R)-3-(2,2-Difluoro-acetyl)-4-fluoromethyl-2,2-dimethyl-oxazolidin-5-yl]-phenyl}-pyridin-2-yl)-pyrrolidine-1-carboxylic acid tert-butyl ester (500 mg, 0.94 mmol) and CH2Cl2 (20 mL), cooled to 0° C., is added trifluoroacetic acid (3 mL) and water (100 ul). The reaction is allowed to warm to ambient temperature, and is stirred for a further 2 hours. Toluene (20 mL) is added and the reaction mixture concentrated under vacuum to give the crude product. Purificat... Starting materials: ClC=1C=C(C=CC1Cl)C(F)(F)F (3,4-Dichloro-α,α,α-trifluorotoluene), S(O)(O)(=O)=O (sulfuric acid), [N+](=O)(O)[O-] (nitric acid). Reaction conditions: temperature 95 celsius, time 70 minute. The product is ClC=1C=C(C=C(C1Cl)[N+](=O)[O-])C(F)(F)F (3,4-dichloro-5-nitro-α,α,α-trifluorotoluene). The yield is 18.1%. Reaction SMILES: [Cl:1][C:2]1[CH:3]=[C:4]([C:9]([F:12])([F:11])[F:10])[CH:5]=[CH:6][C:7]=1[Cl:8].S(=O)(=O)(O)O.[N+:18]([O-])([OH:20])=[O:19]>>[Cl:1][C:2]1[CH:3]=[C:4]([C:9]([F:12])([F:10])[F:11])[CH:5]=[C:6]([N+:18]([O-:20])=[O:19])[C:7]=1[Cl:8]. Procedure: 3,4-Dichloro-α,α,α-trifluorotoluene (862 g. 4.0 mols) is added to a stirred mixture of concentrated sulfuric acid (4400 g.) and nitric acid (3400 g.) at 35° C. The mixture is stirred 70 minutes at 95° C. and allowed to separate. The oil layer is washed once with water and twice with 5% sodium carbonate solution, dried, and fractionally distilled to give 3,4-dichloro-5-nitro-α,α,α-trifluorotoluene (188 g. 18%) b.p. 115°-118° C./15 mm, 88% pure. The reactants are NC1=C(C(=NN1C1=C(C=C(C=C1Cl)C(F)(F)F)Cl)C(F)(F)F)C#N (5-amino-4-cyano-1-(2,6-dichloro-4-trifluoromethylphenyl)-3-trifluoromethylpyrazole), C(Br)(Br)Br (bromoform), N(=O)OC(C)(C)C (tert-butyl nitrite). Run at temperature 50 celsius. Yields the product BrC1=C(C(=NN1C1=C(C=C(C=C1Cl)C(F)(F)F)Cl)C(F)(F)F)C#N (5-bromo-4-cyano-1-(2,6-dichloro-4-trifluoromethylphenyl)-3-trifluoromethylpyrazole). Reaction SMILES: [NH2:1][C:2]1[N:6]([C:7]2[C:12]([Cl:13])=[CH:11][C:10]([C:14]([F:17])([F:16])[F:15])=[CH:9][C:8]=2[Cl:18])[N:5]=[C:4]([C:19]([F:22])([F:21])[F:20])[C:3]=1C#N.[CH:25]([Br:28])(Br)Br.N(OC(C)(C)C)=O>>[Br:28][C:25]1[N:6]([C:7]2[C:12]([Cl:13])=[CH:11][C:10]([C:14]([F:16])([F:17])[F:15])=[CH:9][C:8]=2[Cl:18])[N:5]=[C:4]([C:19]([F:20])([F:22])[F:21])[C:3]=1[C:2]#[N:1]. Procedure: A stirred mixture of 5-amino-4-cyano-1-(2,6-dichloro-4-trifluoromethylphenyl)-3-trifluoromethylpyrazole (3.89 g) and bromoform (13 ml) was treated with tert-butyl nitrite (2.26 ml) at room temperature. After 15 minutes the mixture was heated to 50° C. for 1 hour, and evaporated in vacuo to yield a red oil. This was purified by chromatography on silica (Merck, 40°-230 mesh, 0.7 kg cm-2) eluting with a mixture of dichloromethane and petroleum ether (1:2) to furnish 5-bromo-4-cyano-1-(2,6-dichloro-... The product is NC(C(=O)NCC1=CC=CC=C1)COC(F)F (2-amino-N-benzyl-3-(difluoromethoxy)propanamide). Procedure details: 2-(Dibenzylamino)-3-(difluoromethoxy)-N-benzylpropanamide (362 mg, 0.863 mmol) was stirred with 10% Pd(OH)2 (200 mg) in ethanol under H2 overnight. The reaction mixture was filtered and concentrated to give 2-amino-N-benzyl-3-(difluoromethoxy)propanamide (195 mg, 93.6%) as a colorless oil. 1H NMR (300 MHz, CDCl3): δ(ppm) 7.83 (t, 1H), 7.25-7.40 (m, 5H), 6.27 (wt, 1H), 4.49 (d, 2H), 4.19 (d, 2H) and 3.68 (m, 1H). Reaction SMILES: C([N:8](CC1C=CC=CC=1)[CH:9]([CH2:20][O:21][CH:22]([F:24])[F:23])[C:10]([NH:12][CH2:13][C:14]1[CH:19]=[CH:18][CH:17]=[CH:16][CH:15]=1)=[O:11])C1C=CC=CC=1>C(O)C.[OH-].[OH-].[Pd+2]>[NH2:8][CH:9]([CH2:20][O:21][CH:22]([F:23])[F:24])[C:10]([NH:12][CH2:13][C:14]1[CH:19]=[CH:18][CH:17]=[CH:16][CH:15]=1)=[O:11] |f:2.3.4|. The yield is 92.5%. The reagents and catalysts are [OH-].[OH-].[Pd+2] (Pd(OH)2). The reactants are C(C1=CC=CC=C1)N(C(C(=O)NCC1=CC=CC=C1)COC(F)F)CC1=CC=CC=C1 (2-(Dibenzylamino)-3-(difluoromethoxy)-N-benzylpropanamide). The solvent is C(C)O (ethanol). Reactants: C(C1=CC=CC=C1)OCC(C#N)(C)C (3-benzyloxy-2,2-dimethylpropanenitrile), [OH-].[Na+] (sodium hydroxide), CO (methanol). Product: C(C1=CC=CC=C1)OCC(C(=O)O)(C)C (3-benzyloxy-2,2-dimethylpropionic acid). RXN SMILES: [CH2:1]([O:8][CH2:9][C:10]([CH3:14])([CH3:13])[C:11]#N)[C:2]1[CH:7]=[CH:6][CH:5]=[CH:4][CH:3]=1.[OH-:15].[Na+].C[OH:18]>>[CH2:1]([O:8][CH2:9][C:10]([CH3:14])([CH3:13])[C:11]([OH:18])=[O:15])[C:2]1[CH:7]=[CH:6][CH:5]=[CH:4][CH:3]=1 |f:1.2|. Procedure: A mixture of 3-benzyloxy-2,2-dimethylpropanenitrile (2.5 g, 13.2 mmol), 10% aqueous sodium hydroxide (10 mL) and methanol (150 mL) was heated 8 hours at reflux and then concentrated. The residue was dissolved in water (30 mL) and the solution was washed with dichloromethane (2×10 mL), treated with 10% hydrochloric acid and extracted with ethyl acetate (4×20 mL). The combined extracts were washed with water and brine, dried (MgSO4) and concentrated to give 3-benzyloxy-2,2-dimethylpropionic acid (... Starting materials: BrB(Br)Br, COc1ccc(-n2nc(C=O)c3c2C(Cc2cccc4ccccc24)CCC3)cc1, ClCCl. The product is O=Cc1nn(-c2ccc(O)cc2)c2c1CCCC2Cc1cccc2ccccc12. As a reaction SMILES: [B:31]([Br:32])([Br:33])[Br:34].[CH3:1][O:2][c:3]1[cH:4][cH:5][c:6](-[n:9]2[n:10][c:11]([CH:29]=[O:30])[c:12]3[c:17]2[CH:16]([CH2:18][c:19]2[cH:20][cH:21][cH:22][c:23]4[cH:24][cH:25][cH:26][cH:27][c:28]24)[CH2:15][CH2:14][CH2:13]3)[cH:7][cH:8]1.[Cl:35][CH2:36][Cl:37]>>[OH:2][c:3]1[cH:4][cH:5][c:6](-[n:9]2[n:10][c:11]([CH:29]=[O:30])[c:12]3[c:17]2[CH:16]([CH2:18][c:19]2[cH:20][cH:21][cH:22][c:23]4[cH:24][cH:25][cH:26][cH:27][c:28]24)[CH2:15][CH2:14][CH2:13]3)[cH:7][cH:8]1. Reactants: [Si](C1=CC=CC=C1)(C1=CC=CC=C1)(C(C)(C)C)OCC1=C(C(=CC=C1C)\C(=C/CN1C(C=2C(C1=O)=CC=CC2)=O)\C)C (1-tert-butyldiphenylsilyloxymethyl-2,6-dimethyl-3-((Z)-1-methyl-3-phthalimido-1-propenyl)benzene), O.NN (hydrazine monohydrate). Solvent: C(C)O (ethanol). Product: NC\C=C(\C)/C=1C(=C(C(=CC1)C)CO[Si](C1=CC=CC=C1)(C1=CC=CC=C1)C(C)(C)C)C (3-((Z)-3-amino-1-methyl-1-propenyl)-1-tert-butyldiphenylsilyloxymethyl-2,6-dimethylbenzene). The yield is 90.8%. As a reaction SMILES: [Si:1]([O:18][CH2:19][C:20]1[C:25]([CH3:26])=[CH:24][CH:23]=[C:22](/[C:27](/[CH3:41])=[CH:28]\[CH2:29][N:30]2C(=O)C3=CC=CC=C3C2=O)[C:21]=1[CH3:42])([C:14]([CH3:17])([CH3:16])[CH3:15])([C:8]1[CH:13]=[CH:12][CH:11]=[CH:10][CH:9]=1)[C:2]1[CH:7]=[CH:6][CH:5]=[CH:4][CH:3]=1.O.NN>C(O)C>[NH2:30][CH2:29]/[CH:28]=[C:27](\[C:22]1[C:21]([CH3:42])=[C:20]([CH2:19][O:18][Si:1]([C:14]([CH3:17])([CH3:16])[CH3:15])([C:2]2[CH:3]=[CH:4][CH:5]=[CH:6][CH:7]=2)[C:8]2[CH:13]=[CH:12][CH:11]=[CH:10][CH:9]=2)[C:25]([CH3:26])=[CH:24][CH:23]=1)/[CH3:41] |f:1.2|. Reported procedure: To a suspension of 1-tert-butyldiphenylsilyloxymethyl-2,6-dimethyl-3-((Z)-1-methyl-3-phthalimido-1-propenyl)benzene (94 mg) in ethanol (1 ml) was added hydrazine monohydrate (16.4 mg), and the mixture was refluxed for 1 hour. After cooling, the insoluble material was filtered off, and the filtrate was concentrated in vacuo. To the residue was added dichloromethane, and the insoluble material was filtered off. The filtrate was concentrated in vacuo to give 3-((Z)-3-amino-1-methyl-1-propenyl)-1-te... Starting materials: CC(C)O, CN1C(=O)C(F)(F)CN(C2CCCCC2)c2nc(Cl)ncc21, CN(C)CCNC(=O)c1ccc(N)cc1, O, Cc1ccccc1S(=O)(=O)O. Product: CN(C)CCNC(=O)c1ccc(Nc2ncc3c(n2)N(C2CCCCC2)CC(F)(F)C(=O)N3C)cc1. As a reaction SMILES: [CH:50]([OH:51])([CH3:52])[CH3:53].[Cl:1][c:2]1[n:3][cH:4][c:5]2[c:6]([n:22]1)[N:7]([CH:16]1[CH2:17][CH2:18][CH2:19][CH2:20][CH2:21]1)[CH2:8][C:9]([F:14])([F:15])[C:10](=[O:13])[N:11]2[CH3:12].[NH2:35][c:36]1[cH:37][cH:38][c:39]([C:40](=[O:41])[NH:42][CH2:43][CH2:44][N:45]([CH3:46])[CH3:47])[cH:48][cH:49]1.[OH2:23].[c:24]1([CH3:25])[c:26]([S:27]([OH:28])(=[O:29])=[O:30])[cH:31][cH:32][cH:33][cH:34]1>>[c:2]1([NH:35][c:36]2[cH:37][cH:38][c:39]([C:40](=[O:41])[NH:42][CH2:43][CH2:44][N:45]([CH3:46])[CH3:47])[cH:48][cH:49]2)[n:3][cH:4][c:5]2[c:6]([n:22]1)[N:7]([CH:16]1[CH2:17][CH2:18][CH2:19][CH2:20][CH2:21]1)[CH2:8][C:9]([F:14])([F:15])[C:10](=[O:13])[N:11]2[CH3:12].